describe an organic reaction: reactants, conditions, products, and yield From a dataset of the Open Reaction Database (ORD), a public repository of structured organic reaction records. Starting materials: Br[Mg]c1ccccc1, CSc1nccc(-c2c(C=O)nn3ccccc23)n1, C1CCOC1. Product: CSc1nccc(-c2c(C(O)c3ccccc3)nn3ccccc23)n1. As a reaction SMILES: [Br:20][Mg:21][c:22]1[cH:23][cH:24][cH:25][cH:26][cH:27]1.[CH3:1][S:2][c:3]1[n:4][cH:5][cH:6][c:7](-[c:9]2[c:10]([CH:18]=[O:19])[n:11][n:12]3[c:13]2[cH:14][cH:15][cH:16][cH:17]3)[n:8]1.[O:28]1[CH2:29][CH2:30][CH2:31][CH2:32]1>>[CH3:1][S:2][c:3]1[n:4][cH:5][cH:6][c:7](-[c:9]2[c:10]([CH:18]([OH:19])[c:22]3[cH:23][cH:24][cH:25][cH:26][cH:27]3)[n:11][n:12]3[c:13]2[cH:14][cH:15][cH:16][cH:17]3)[n:8]1.